Dataset: the Open Reaction Database (ORD), a public repository of structured organic reaction records. Task: describe an organic reaction: reactants, conditions, products, and yield Reactants: ClC1=C(CN(CCCOC=2C=C(C=CC2)CC(=O)O)CC(C2=CC=CC=C2)C2=CC=CC=C2)C=CC=C1C(F)(F)F ((3-{3-[(2-chloro-3-trifluoromethyl-benzyl)-2,2-diphenylethyl-amino]-propoxy}-phenyl)-acetic acid), C(C)(C)[N-]C(C)C.[Li+] (lithium diisopropylamide), ICC (iodoethane). Run in C1CCOC1 (THF). Reaction conditions: temperature -78 celsius, time 1 hour. Product: Cl.ClC1=C(CN(CCCOC=2C=C(C=CC2)C(C(=O)O)CC)CC(C2=CC=CC=C2)C2=CC=CC=C2)C=CC=C1C(F)(F)F (2-(3-{3-[(2-Chloro-3-trifluoromethyl-benzyl)-2,2-diphenylethyl-amino]-propoxy}-phenyl)-butyric acid hydrochloride salt). Yield: 95.4%. As a reaction SMILES: [Cl:1][C:2]1[C:37]([C:38]([F:41])([F:40])[F:39])=[CH:36][CH:35]=[CH:34][C:3]=1[CH2:4][N:5]([CH2:20][CH:21]([C:28]1[CH:33]=[CH:32][CH:31]=[CH:30][CH:29]=1)[C:22]1[CH:27]=[CH:26][CH:25]=[CH:24][CH:23]=1)[CH2:6][CH2:7][CH2:8][O:9][C:10]1[CH:11]=[C:12]([CH2:16][C:17]([OH:19])=[O:18])[CH:13]=[CH:14][CH:15]=1.[CH:42]([N-]C(C)C)(C)[CH3:43].[Li+].ICC>C1COCC1>[ClH:1].[Cl:1][C:2]1[C:37]([C:38]([F:39])([F:40])[F:41])=[CH:36][CH:35]=[CH:34][C:3]=1[CH2:4][N:5]([CH2:20][CH:21]([C:22]1[CH:27]=[CH:26][CH:25]=[CH:24][CH:23]=1)[C:28]1[CH:29]=[CH:30][CH:31]=[CH:32][CH:33]=1)[CH2:6][CH2:7][CH2:8][O:9][C:10]1[CH:11]=[C:12]([CH:16]([CH2:42][CH3:43])[C:17]([OH:19])=[O:18])[CH:13]=[CH:14][CH:15]=1 |f:1.2,5.6|. Procedure: To a solution of (3-{3-[(2-chloro-3-trifluoromethyl-benzyl)-2,2-diphenylethyl-amino]-propoxy}-phenyl)-acetic acid (70 mg, 0.12 mmol) in dry THF (50 mL) was added lithium diisopropylamide (0.17 mL, 0.35 mmol) dropwise with cooling to −78° C. After the reaction mixture was stirred at −78° C. for an additional 1 h, iodoethane (40 μl) was added. The reaction was warmed to RT over 4 h followed by quenching with saturated ammonium chloride (10 mL). Solvent was removed and the residue was partitioned b... Starting materials: [Si](C)(C)(C(C)(C)C)OCC(CN1C(=NC(=C1)[N+](=O)[O-])[N+](=O)[O-])O (1-{[tert-butyl(dimethyl)silyl]oxy}-3-(2,4-dinitro-1H-imidazol-1-yl)-2-propanol), [H-].[Na+] (NaH). Solvent: CN(C)C=O (DMF). Conditions: temperature -15 celsius, time 50 minute. Product: [Si](C)(C)(C(C)(C)C)OCC1CN2C(O1)=NC(=C2)[N+](=O)[O-] (2-({[tert-butyl(dimethyl)silyl]oxy}methyl)-6-nitro-2,3-dihydroimidazo[2,1-b][1,3]oxazole). The yield is 64.1%. Reaction SMILES: [Si:1]([O:8][CH2:9][CH:10]([OH:23])[CH2:11][N:12]1[CH:16]=[C:15]([N+:17]([O-:19])=[O:18])[N:14]=[C:13]1[N+]([O-])=O)([C:4]([CH3:7])([CH3:6])[CH3:5])([CH3:3])[CH3:2].[H-].[Na+]>CN(C=O)C>[Si:1]([O:8][CH2:9][CH:10]1[O:23][C:13]2=[N:14][C:15]([N+:17]([O-:19])=[O:18])=[CH:16][N:12]2[CH2:11]1)([C:4]([CH3:7])([CH3:6])[CH3:5])([CH3:3])[CH3:2] |f:1.2|. Procedure: A solution of alcohol 88 (2.04 g, 5.89 mmol) in anhydrous DMF (20 mL) under N2 at −20° C. was treated with 60% NaH (0.34 g, 8.50 mmol). After stirring at −20 to −10° C. for 50 min, the reaction was quenched with EtOAc and water (150 mL), and extracted with EtOAc (500 mL). The extract was washed with water (2×100 mL) and brine (100 mL), backextracting with EtOAc (100 mL), and then the solvent was removed. Chromatography of the residue on silica gel, eluting with 40-67% EtOAc/petroleum ether, gave... The reactants are Cl (hydrochloric acid), COC1=CC=C2C(C(=O)OC(N2)=O)=C1OC (5,6-dimethoxyisatoic anhydride), CSC(NS(=O)(=O)CCl)=N (S-methyl-N-(chloromethanesulfonyl)isothiourea), [H-].[Na+] (sodium hydride), CN1C(CCC1)=O (N-methyl-2-pyrrolidinone). Reported procedure: To a stirred solution of 5,6-dimethoxyisatoic anhydride (8.93 g, 40 mmol) and S-methyl-N-(chloromethanesulfonyl)isothiourea (90% pure, 9.73 g, 44 mmol) in N-methyl-2-pyrrolidinone (50 ml) under nitrogen is added sodium hydride (1.65 g of 60% dispersion in oil, 41 mmol). After 15 min at room temperature, the mixture is stirred at 80° C. for 18 hr, then cooled and poured into 0.5N aqueous hydrochloric acid (150 ml). The precipitate is collected by filtration, and washed with water, then with ether... Product: COC1=C2C(N3C(=NC2=CC=C1OC)NS(C3)(=O)=O)=O (6,7-Dimethoxy-1H-1,2,4-thiadiazolo[3,4-b]quinazolin-5-one-2,2-dioxide). Run at temperature 80 celsius, time 15 minute. Reaction SMILES: [CH3:1][O:2][C:3]1[C:14]([O:15][CH3:16])=[C:7]2[C:8](O[C:11](=O)[NH:12][C:6]2=[CH:5][CH:4]=1)=[O:9].CSC(=N)[NH:20][S:21]([CH2:24]Cl)(=[O:23])=[O:22].[H-].[Na+].Cl.C[N:31]1CCCC1=O>>[CH3:16][O:15][C:14]1[C:3]([O:2][CH3:1])=[CH:4][CH:5]=[C:6]2[C:7]=1[C:8](=[O:9])[N:31]1[CH2:24][S:21](=[O:22])(=[O:23])[NH:20][C:11]1=[N:12]2 |f:2.3|. Reactants: CN(C)CC=1C=C(CO)C=CC1 (3-(dimethylaminomethyl)benzyl alcohol), Cl.NCCS (cysteamine hydrochloride). Solvent: Cl (hydrochloric acid). Product: Cl.Cl.CN(C)CC=1C=C(CSCCN)C=CC1 (2-[3-(dimethylaminomethyl)benzylthio]ethylamine dihydrochloride). Reaction SMILES: [CH3:1][N:2]([CH2:4][C:5]1[CH:6]=[C:7]([CH:10]=[CH:11][CH:12]=1)[CH2:8]O)[CH3:3].[ClH:13].[NH2:14][CH2:15][CH2:16][SH:17]>Cl>[ClH:13].[ClH:13].[CH3:1][N:2]([CH2:4][C:5]1[CH:6]=[C:7]([CH:10]=[CH:11][CH:12]=1)[CH2:8][S:17][CH2:16][CH2:15][NH2:14])[CH3:3] |f:1.2,4.5.6|. Procedure details: Equimolar quantities of 3-(dimethylaminomethyl)benzyl alcohol and cysteamine hydrochloride were heated under reflux for 5 hours in 12N aqueous hydrochloric acid and the mixture was evaporated to give 2-[3-(dimethylaminomethyl)benzylthio]ethylamine dihydrochloride. The reactants are F[B-](F)(F)F.C(C)(C)(C)P(C(C)(C)C)C(C)(C)C (tri-tert-butylphosphine tetrafluoroborate), CC(C)([O-])C.[Na+] (sodium tert-butoxide), O1C(OCC1)C1=C2CCC(N(C2=CC=C1)CCC1CCNCC1)=O (5-(1,3-dioxolan-2-yl)-1-(2-piperidin-4-ylethyl)-3,4-dihydro-1H-quinolin-2-one), BrC1=CC=C(C=C1)C1=CC=CC=C1 (4-bromobiphenyl). Reagents/catalysts: C(C)(=O)[O-].[Pd+2].C(C)(=O)[O-] (Palladium acetate). The solvent is C1(=CC=CC=C1)C (toluene), C(C)(=O)OCC (ethyl acetate), O (water). Reaction conditions: temperature 100 celsius, time 7.5 hour. Product: C1(=CC=C(C=C1)N1CCC(CC1)CCN1C(CCC=2C(=CC=CC12)C=O)=O)C1=CC=CC=C1 (1-[2-(1-biphenyl-4-ylpiperidin-4-yl)ethyl]-2-oxo-1,2,3,4-tetrahydroquinoline-5-carboxaldehyde). The yield is 32.0%. As a reaction SMILES: F[B-](F)(F)F.C(P(C(C)(C)C)C(C)(C)C)(C)(C)C.CC(C)([O-])C.[Na+].[O:25]1CCO[CH:26]1[C:30]1[CH:39]=[CH:38][CH:37]=[C:36]2[C:31]=1[CH2:32][CH2:33][C:34](=[O:48])[N:35]2[CH2:40][CH2:41][CH:42]1[CH2:47][CH2:46][NH:45][CH2:44][CH2:43]1.Br[C:50]1[CH:55]=[CH:54][C:53]([C:56]2[CH:61]=[CH:60][CH:59]=[CH:58][CH:57]=2)=[CH:52][CH:51]=1>C([O-])(=O)C.[Pd+2].C([O-])(=O)C.C(OCC)(=O)C.O.C1(C)C=CC=CC=1>[C:53]1([C:56]2[CH:61]=[CH:60][CH:59]=[CH:58][CH:57]=2)[CH:54]=[CH:55][C:50]([N:45]2[CH2:44][CH2:43][CH:42]([CH2:41][CH2:40][N:35]3[C:36]4[CH:37]=[CH:38][CH:39]=[C:30]([CH:26]=[O:25])[C:31]=4[CH2:32][CH2:33][C:34]3=[O:48])[CH2:47][CH2:46]2)=[CH:51][CH:52]=1 |f:0.1,2.3,6.7.8|. Procedure details: Palladium acetate (34 mg, 0.15 mmol), tri-tert-butylphosphine tetrafluoroborate (66 mg, 0.23 mmol) and sodium tert-butoxide (218 mg, 2.27 mmol) were added to a toluene solution (10 ml) of 5-(1,3-dioxolan-2-yl)-1-(2-piperidin-4-ylethyl)-3,4-dihydro-1H-quinolin-2-one (500 mg, 1.52 mmol) and 4-bromobiphenyl (424 mg, 1.82 mmol), followed by stirring in an argon atmosphere at 100° C. for 7.5 hours. After cooling to room temperature, water was added to the reaction mixture, and extraction with ethyl a... Reactants: FC1=C(N)C=CC=C1 (2-fluoroaniline), C(C)OC=CC(=O)Cl (3-ethoxyacryloyl chloride). Run in N1=CC=CC=C1 (pyridine). Yields the product FC1=C(C=CC=C1)NC(C=COCC)=O (N-(2-fluorophenyl)-3-ethoxyacrylamide). The yield is 17.7%. Reaction SMILES: [F:1][C:2]1[CH:8]=[CH:7][CH:6]=[CH:5][C:3]=1[NH2:4].[CH2:9]([O:11][CH:12]=[CH:13][C:14](Cl)=[O:15])[CH3:10]>N1C=CC=CC=1>[F:1][C:2]1[CH:8]=[CH:7][CH:6]=[CH:5][C:3]=1[NH:4][C:14](=[O:15])[CH:13]=[CH:12][O:11][CH2:9][CH3:10]. Reported procedure: A solution of 2-fluoroaniline (ex. Aldrich) (3 g) in pyridine (20 ml) was treated at 0° with 3-ethoxyacryloyl chloride (3.64 g) (Prepared according to Paul et al, U..S. Pat. No. 2,768,174, (1956)). After 30 minutes at 0°-10° the reaction mixture was partitioned between ether and water and worked-up in conventional fashion. Chromatography on silica (ether : hexane, 1:1) gave N-(2-fluorophenyl)-3-ethoxyacrylamide (1 g). The latter was added in portions to conc. sulphuric acid (15 ml) at room tempe... Starting materials: C(=O)(O)CCC=1C=C(C=CC1)\C(=C/C=C\1/N(C2=CC=C(C=C2C1(C)C)S(=O)(=O)[O-])CCCS(=O)(=O)[O-])\C=C\C=1C(C=2C(=[N+](C=C(C2)Cl)CCCS(=O)(=O)[O-])N1)(C)C.[Na+].[Na+] (Sodium (E)-2-((2Z,4E)-3-(3-(2-Carboxyethyl)phenyl)-5-(5-chloro-3,3-dimethyl-7-(3-sulfonatopropyl)-3H-pyrrolo[2,3-b]pyridin-7-ium-2-yl)penta-2,4-dienylidene)-3,3-dimethyl-1-(3-sulfonatopropyl)indoline-5-sulfonate), C(=O)(O)CCC1=CC=C(C=C1)B(O)O (4-(2-carboxyethyl)phenylboronic acid). Yields the product C(=O)(O)CCC1=CC=C(C=C1)\C(=C/C=C\1/N(C2=CC=C(C=C2C1(C)C)S(=O)(=O)[O-])CCCS(=O)(=O)[O-])\C=C\C=1C(C=2C(=[N+](C=C(C2)Cl)CCCS(=O)(=O)[O-])N1)(C)C.[Na+].[Na+] (Sodium (E)-2-((2Z,4E)-3-(4-(2-Carboxyethyl)phenyl)-5-(5-chloro-3,3-dimethyl-7-(3-sulfonatopropyl)-3H-pyrrolo[2,3-b]pyridin-7-ium-2-yl)penta-2,4-dienylidene)-3,3-dimethyl-1-(3-sulfonatopropyl)indoline-5-sulfonate). RXN SMILES: C(CCC1C=C(/[C:12](/[CH:37]=[CH:38]/[C:39]2[C:40]([CH3:57])([CH3:56])[C:41]3[C:42]([N:55]=2)=[N+:43]([CH2:48][CH2:49][CH2:50][S:51]([O-:54])(=[O:53])=[O:52])[CH:44]=[C:45]([Cl:47])[CH:46]=3)=[CH:13]\[CH:14]=[C:15]2\[N:16]([CH2:30][CH2:31][CH2:32][S:33]([O-:36])(=[O:35])=[O:34])[C:17]3[C:22]([C:23]\2([CH3:25])[CH3:24])=[CH:21][C:20]([S:26]([O-:29])(=[O:28])=[O:27])=[CH:19][CH:18]=3)C=CC=1)(O)=O.[Na+:58].[Na+].[C:60]([CH2:63][CH2:64][C:65]1[CH:70]=[CH:69][C:68](B(O)O)=[CH:67][CH:66]=1)([OH:62])=[O:61]>>[C:60]([CH2:63][CH2:64][C:65]1[CH:70]=[CH:69][C:68](/[C:12](/[CH:37]=[CH:38]/[C:39]2[C:40]([CH3:57])([CH3:56])[C:41]3[C:42]([N:55]=2)=[N+:43]([CH2:48][CH2:49][CH2:50][S:51]([O-:54])(=[O:53])=[O:52])[CH:44]=[C:45]([Cl:47])[CH:46]=3)=[CH:13]\[CH:14]=[C:15]2\[N:16]([CH2:30][CH2:31][CH2:32][S:33]([O-:36])(=[O:35])=[O:34])[C:17]3[C:22]([C:23]\2([CH3:25])[CH3:24])=[CH:21][C:20]([S:26]([O-:29])(=[O:27])=[O:28])=[CH:19][CH:18]=3)=[CH:67][CH:66]=1)([OH:62])=[O:61].[Na+:58].[Na+:58] |f:0.1.2,4.5.6|. Reported procedure: Compound 12 is prepared analogously to compound 10 (Example 10), except that 4-(2-carboxyethyl)phenylboronic acid is used as a starting material. Starting materials: CCOCC, CI, C[Mg+], [Cl-], O=C(c1cccs1)C(Cl)Cl, [I-], [Mg], [NH4+]. Yields the product CC(O)(c1cccs1)C(Cl)Cl. RXN SMILES: [CH2:19]([O:20][CH2:21][CH3:22])[CH3:23].[CH3:2][I:3].[CH3:5][Mg+:6].[Cl-:17].[Cl:7][CH:8]([C:9](=[O:10])[c:11]1[s:12][cH:13][cH:14][cH:15]1)[Cl:16].[I-:4].[Mg:1].[NH4+:18]>>[CH3:2][C:9]([CH:8]([Cl:7])[Cl:16])([OH:10])[c:11]1[s:12][cH:13][cH:14][cH:15]1.